This data is from the Open Reaction Database (ORD), a public repository of structured organic reaction records. The task is: describe an organic reaction: reactants, conditions, products, and yield The reactants are COC(=O)C=1N=C(C2=CC(=CC=C2C1O)OC1=CC2=CC=CC=C2C=C1)I (4-Hydroxy-1-iodo-7-(naphthalen-2-yloxy)-isoquinoline-3-carboxylic acid methyl ester), C(#N)[Cu] (CuCN), C(Cl)Cl (CH2Cl2). The solvent is CN(C)C=O (DMF). Conditions: temperature 120 celsius, time 10 minute. The product is COC(=O)C=1N=C(C2=CC(=CC=C2C1O)OC1=CC2=CC=CC=C2C=C1)C#N (1-Cyano-4-hydroxy-7-(naphthalen-2-yloxy)-isoquinoline-3-carboxylic acid methyl ester). RXN SMILES: [CH3:1][O:2][C:3]([C:5]1[N:6]=[C:7](I)[C:8]2[C:13]([C:14]=1[OH:15])=[CH:12][CH:11]=[C:10]([O:16][C:17]1[CH:26]=[CH:25][C:24]3[C:19](=[CH:20][CH:21]=[CH:22][CH:23]=3)[CH:18]=1)[CH:9]=2)=[O:4].[C:28]([Cu])#[N:29].C(Cl)Cl>CN(C=O)C>[CH3:1][O:2][C:3]([C:5]1[N:6]=[C:7]([C:28]#[N:29])[C:8]2[C:13]([C:14]=1[OH:15])=[CH:12][CH:11]=[C:10]([O:16][C:17]1[CH:26]=[CH:25][C:24]3[C:19](=[CH:20][CH:21]=[CH:22][CH:23]=3)[CH:18]=1)[CH:9]=2)=[O:4]. Procedure details: 4-Hydroxy-1-iodo-7-(naphthalen-2-yloxy)-isoquinoline-3-carboxylic acid methyl ester (130 mg, 0.28 mmol) and CuCN (49 mg, 0.55 mmol) were suspended in DMF (1.1 mL). The resulting mixture was heated at 120° C. for 7 minutes and then cooled to room temperature. The reaction crude was poured into CH2Cl2 (30 mL) and stirred vigorously for 10 minutes at room temperature. The resulting suspension was filtered through a pad of celite and the filtrate was washed with H2O and brine sequentially. The organ... The reactants are ClC1=C(C=CC=2NC(=NC21)CC)C#N (4-chloro-2-ethyl-1H-benzimidazole-5-carbonitrile), FC(C=1C=C(C=C(C1)C(F)(F)F)C1=NC(=NO1)CCl)(F)F (5-[3,5-bis(trifluoromethyl)phenyl]-3-(chloromethyl)-1,2,4-oxadiazole). Product: FC(C=1C=C(C=C(C1)C(F)(F)F)C1=NC(=NO1)CN1C(=NC2=C1C=CC(=C2Cl)C#N)CC)(F)F (1-({5-[3,5-Bis(trifluoromethyl)phenyl]-1,2,4-oxadiazol-3-yl}methyl)-4-chloro-2-ethyl-1H-benzimidazole-5-carbonitrile). As a reaction SMILES: [Cl:1][C:2]1[C:10]2[N:9]=[C:8]([CH2:11][CH3:12])[NH:7][C:6]=2[CH:5]=[CH:4][C:3]=1[C:13]#[N:14].[F:15][C:16]([F:35])([F:34])[C:17]1[CH:18]=[C:19]([C:27]2[O:31][N:30]=[C:29]([CH2:32]Cl)[N:28]=2)[CH:20]=[C:21]([C:23]([F:26])([F:25])[F:24])[CH:22]=1>>[F:35][C:16]([F:15])([F:34])[C:17]1[CH:18]=[C:19]([C:27]2[O:31][N:30]=[C:29]([CH2:32][N:7]3[C:6]4[CH:5]=[CH:4][C:3]([C:13]#[N:14])=[C:2]([Cl:1])[C:10]=4[N:9]=[C:8]3[CH2:11][CH3:12])[N:28]=2)[CH:20]=[C:21]([C:23]([F:25])([F:24])[F:26])[CH:22]=1. Procedure details: Synthesized as described in Example 197B from 4-chloro-2-ethyl-1H-benzimidazole-5-carbonitrile and 5-[3,5-bis(trifluoromethyl)phenyl]-3-(chloromethyl)-1,2,4-oxadiazole: MS (ESI) m/z 500 (M+1). The reactants are CC(=O)O, FC(F)(F)c1cccc(CBr)c1, [H-], [Na+], OC1CCC2(CC1)OCCO2, O, BrCc1ccccc1, c1ccc(COC2CCC3(CC2)OCCO3)cc1. The product is O=C1CCC(OCc2ccccc2)CC1. Reaction SMILES: [CH3:53][C:54](=[O:55])[OH:56].[F:22][C:23]([F:24])([F:25])[c:26]1[cH:27][c:28]([CH2:29][Br:30])[cH:31][cH:32][cH:33]1.[H-:12].[Na+:13].[O:1]1[C:2]2([CH2:3][CH2:4][CH:5]([OH:6])[CH2:7][CH2:8]2)[O:9][CH2:10][CH2:11]1.[OH2:52].[c:14]1([CH2:15][Br:16])[cH:17][cH:18][cH:19][cH:20][cH:21]1.[c:34]1([CH2:40][O:41][CH:42]2[CH2:43][CH2:44][C:45]3([O:46][CH2:49][CH2:48][O:47]3)[CH2:50][CH2:51]2)[cH:35][cH:36][cH:37][cH:38][cH:39]1>>[c:34]1([CH2:40][O:41][CH:42]2[CH2:43][CH2:44][C:45](=[O:46])[CH2:50][CH2:51]2)[cH:35][cH:36][cH:37][cH:38][cH:39]1.